Task: describe an organic reaction: reactants, conditions, products, and yield. Dataset: the Open Reaction Database (ORD), a public repository of structured organic reaction records The reactants are COC(=O)C(Cc1ccc(-c2ccnc(C)c2C)cc1)NC(=O)C1Cc2cc3c(cc2CN1)OC(c1ccc(OCc2ccc(Cl)c(Cl)c2)cc1)CO3, COC(=O)C(Cc1ccc(-c2ccnc(C)c2C)cc1)NC(=O)C1Cc2cc3c(cc2CN1C(=O)c1nc(C)oc1C)OC(c1ccc(OCc2ccc(Cl)c(Cl)c2)cc1)CO3, Cl, Cl. Yields the product Cc1nc(C(=O)N2Cc3cc4c(cc3CC2C(=O)NC(Cc2ccc(-c3ccnc(C)c3C)cc2)C(=O)O)OCC(c2ccc(OCc3ccc(Cl)c(Cl)c3)cc2)O4)c(C)o1. RXN SMILES: [CH3:3][O:4][C:5](=[O:6])[CH:7]([NH:8][C:9]([CH:10]1[CH2:11][c:12]2[cH:13][c:14]3[c:35]([cH:36][c:37]2[CH2:38][NH:39]1)[O:34][CH:17]([c:18]1[cH:19][cH:20][c:21]([O:22][CH2:23][c:24]2[cH:25][cH:26][c:27]([Cl:28])[c:29]([Cl:30])[cH:31]2)[cH:32][cH:33]1)[CH2:16][O:15]3)=[O:40])[CH2:41][c:42]1[cH:43][cH:44][c:45](-[c:46]2[cH:47][cH:48][n:49][c:50]([CH3:51])[c:52]2[CH3:53])[cH:54][cH:55]1.[CH3:56][O:57][C:58]([CH:59]([CH2:60][c:61]1[cH:62][cH:63][c:64](-[c:67]2[c:68]([CH3:74])[c:69]([CH3:73])[n:70][cH:71][cH:72]2)[cH:65][cH:66]1)[NH:75][C:76](=[O:77])[CH:78]1[N:79]([C:108](=[O:109])[c:110]2[n:111][c:112]([CH3:116])[o:113][c:114]2[CH3:115])[CH2:80][c:81]2[cH:82][c:83]3[c:84]([cH:85][c:86]2[CH2:87]1)[O:88][CH2:89][CH:90]([c:92]1[cH:93][cH:94][c:95]([O:98][CH2:99][c:100]2[cH:101][c:102]([Cl:107])[c:103]([Cl:106])[cH:104][cH:105]2)[cH:96][cH:97]1)[O:91]3)=[O:117].[ClH:1].[ClH:2]>>[O:57]=[C:58]([CH:59]([CH2:60][c:61]1[cH:62][cH:63][c:64](-[c:67]2[c:68]([CH3:74])[c:69]([CH3:73])[n:70][cH:71][cH:72]2)[cH:65][cH:66]1)[NH:75][C:76](=[O:77])[CH:78]1[N:79]([C:108](=[O:109])[c:110]2[n:111][c:112]([CH3:116])[o:113][c:114]2[CH3:115])[CH2:80][c:81]2[cH:82][c:83]3[c:84]([cH:85][c:86]2[CH2:87]1)[O:88][CH2:89][CH:90]([c:92]1[cH:93][cH:94][c:95]([O:98][CH2:99][c:100]2[cH:101][c:102]([Cl:107])[c:103]([Cl:106])[cH:104][cH:105]2)[cH:96][cH:97]1)[O:91]3)[OH:117]. The reactants are [N+](=O)([O-])C1=CC=C(C=C1)CC(=O)O (4-nitrophenylacetic acid), C(C)(=O)OC(C)=O (acetic anhydride). The reagents and catalysts are [Fe] (iron). Solvent: C(C)(=O)O (acetic acid). Reaction conditions: time 30 minute. The product is C(C)(=O)NC1=CC=C(C=C1)CC(=O)O (4-acetamidophenylacetic acid). The yield is 83.1%. RXN SMILES: [N+:1]([C:4]1[CH:9]=[CH:8][C:7]([CH2:10][C:11]([OH:13])=[O:12])=[CH:6][CH:5]=1)([O-])=O.[C:14](OC(=O)C)(=[O:16])[CH3:15]>C(O)(=O)C.[Fe]>[C:14]([NH:1][C:4]1[CH:9]=[CH:8][C:7]([CH2:10][C:11]([OH:13])=[O:12])=[CH:6][CH:5]=1)(=[O:16])[CH3:15]. Reported procedure: 150 g (0.83 mole) of 4-nitrophenylacetic acid are heated to 95° C. in 1.5 liters of glacial acetic acid. With vigorous stirring, 160 g (2.86 moles) of iron powder are added in portions in such a manner that the internal temperature does not rise above 105° C. Towards the end of the reaction, the reaction mixture clears up. 200 ml of acetic anhydride are added, and stirring is afterwards continued for a further 30 minutes at 100° C. Cooling to room temperature is allowed to take place; this is fo... Starting materials: BrC=1C=CC2=C(C=C(CCS2(=O)=O)C(=O)NC2=CC=C(C=C2)CN(C2CCOCC2)C)C1 (7-bromo-N-[4-[[N-methyl-N-(tetrahydropyran-4-yl)amino]methyl]phenyl]-1,1-dioxo-2,3-dihydro-1-benzothiepine-4-carboxamide), B(OC1=CC(=C(C=C1)OCCOCC)F)([O-])[O-] (4-(2-ethoxyethoxy)-3-fluorophenyl borate), C([O-])([O-])=O.[K+].[K+] (potassium carbonate). Reagents/catalysts: C=1C=CC(=CC1)[P](C=2C=CC=CC2)(C=3C=CC=CC3)[Pd]([P](C=4C=CC=CC4)(C=5C=CC=CC5)C=6C=CC=CC6)([P](C=7C=CC=CC7)(C=8C=CC=CC8)C=9C=CC=CC9)[P](C=1C=CC=CC1)(C=1C=CC=CC1)C=1C=CC=CC1 (tetrakistriphenylphosphinepalladium). Solvent: C1(=CC=CC=C1)C.C(C)O.O (toluene ethanol water). Conditions: time 1 hour. Product: C(C)OCCOC1=C(C=C(C=C1)C=1C=CC2=C(C=C(CCS2(=O)=O)C(=O)NC2=CC=C(C=C2)CN(C2CCOCC2)C)C1)F (7-[4-(2-ethoxyethoxy)-3-fluorophenyl]-N-[4-[[N-methyl-N-(tetrahydropyran-4-yl)amino]methyl]phenyl]-1,1-dioxo-2,3-dihydro-1-benzothiepine-4-carboxamide). The yield is 67.8%. As a reaction SMILES: Br[C:2]1[CH:3]=[CH:4][C:5]2[S:11](=[O:13])(=[O:12])[CH2:10][CH2:9][C:8]([C:14]([NH:16][C:17]3[CH:22]=[CH:21][C:20]([CH2:23][N:24]([CH3:31])[CH:25]4[CH2:30][CH2:29][O:28][CH2:27][CH2:26]4)=[CH:19][CH:18]=3)=[O:15])=[CH:7][C:6]=2[CH:32]=1.B([O-])([O-])O[C:35]1[CH:40]=[CH:39][C:38]([O:41][CH2:42][CH2:43][O:44][CH2:45][CH3:46])=[C:37]([F:47])[CH:36]=1.C(=O)([O-])[O-].[K+].[K+]>C1(C)C=CC=CC=1.C(O)C.O.C1C=CC([P]([Pd]([P](C2C=CC=CC=2)(C2C=CC=CC=2)C2C=CC=CC=2)([P](C2C=CC=CC=2)(C2C=CC=CC=2)C2C=CC=CC=2)[P](C2C=CC=CC=2)(C2C=CC=CC=2)C2C=CC=CC=2)(C2C=CC=CC=2)C2C=CC=CC=2)=CC=1>[CH2:45]([O:44][CH2:43][CH2:42][O:41][C:38]1[CH:39]=[CH:40][C:35]([C:2]2[CH:3]=[CH:4][C:5]3[S:11](=[O:12])(=[O:13])[CH2:10][CH2:9][C:8]([C:14]([NH:16][C:17]4[CH:18]=[CH:19][C:20]([CH2:23][N:24]([CH3:31])[CH:25]5[CH2:26][CH2:27][O:28][CH2:29][CH2:30]5)=[CH:21][CH:22]=4)=[O:15])=[CH:7][C:6]=3[CH:32]=2)=[CH:36][C:37]=1[F:47])[CH3:46] |f:2.3.4,5.6.7,^1:70,72,91,110|. Procedure: Under argon atmosphere, a mixture of 7-bromo-N-[4-[[N-methyl-N-(tetrahydropyran-4-yl)amino]methyl]phenyl]-1,1-dioxo-2,3-dihydro-1-benzothiepine-4-carboxamide (300 mg), 4-(2-ethoxyethoxy)-3-fluorophenyl borate (145 mg) and potassium carbonate (160 mg) in toluene/ethanol/water (10/1/1 ml) was stirred at room temperature for 1 hour. To the mixture was added tetrakistriphenylphosphinepalladium (33 mg), and the mixture was refluxed for 7 hours, cooled, extracted with ethyl acetate, washed with satura... Reactants: CC1(OB(OC1(C)C)C1=CC=C(C=C1)SC(F)(F)F)C (4,4,5,5-tetramethyl-2-(4-trifluoromethylsulfanyl-phenyl)-[1,3,2]dioxaborolane), I(=O)(=O)(=O)[O-].[Na+] (sodium periodate), Cl (HCl). Solvent: C1CCOC1 (THF), O (water). Reaction conditions: time 30 minute. The product is FC(F)(F)SC1=CC=C(C=C1)B(O)O (4-trifluoromethylsulfanyl-benzene boronic acid). Yield: 73.0%. Reaction SMILES: CC1(C)C(C)(C)[O:5][B:4]([C:9]2[CH:14]=[CH:13][C:12]([S:15][C:16]([F:19])([F:18])[F:17])=[CH:11][CH:10]=2)[O:3]1.I([O-])(=O)(=O)=O.[Na+].Cl>C1COCC1.O>[F:19][C:16]([S:15][C:12]1[CH:11]=[CH:10][C:9]([B:4]([OH:5])[OH:3])=[CH:14][CH:13]=1)([F:18])[F:17] |f:1.2|. Reported procedure: To a round-bottomed flask was added 4,4,5,5-tetramethyl-2-(4-trifluoromethylsulfanyl-phenyl)-[1,3,2]dioxaborolane (960 mg, 3.16 mmol) and sodium periodate (2.03 g, 9.48 mmol) in THF and water (4:1, 26 mL). The resulting suspension was stirred at rt for 30 min. HCl (1 N aq., 2.21 mL) was added to the suspension and the reaction mixture was stirred at rt for 18 h. The resulting precipitate was removed by filtration and washed with hexanes. The filtrate was diluted with water (25 mL) and extracted ... The reactants are ClC1=C2C(C(NC2=C(C=C1)C)=O)=O (4-chloro-7-methyl-1H-indole-2,3-dione), FC1=CC=C(CC=2N(C(=NN2)N)N)C=C1 (5-(4-fluoro-benzyl)-[1,2,4]triazole-3,4-diamine). Yields the product ClC1=C2C3=NN4C(N=C3NC2=C(C=C1)C)=NN=C4CC4=CC=C(C=C4)F (5-Chloro-3-(4-fluoro-benzyl)-8-methyl-9H-1,2,3a,4,9,10-hexaazacyclopenta[b]fluorene). RXN SMILES: [Cl:1][C:2]1[CH:10]=[CH:9][C:8]([CH3:11])=[C:7]2[C:3]=1[C:4](=O)[C:5](=O)[NH:6]2.[F:14][C:15]1[CH:28]=[CH:27][C:18]([CH2:19][C:20]2[N:21]([NH2:26])[C:22]([NH2:25])=[N:23][N:24]=2)=[CH:17][CH:16]=1>>[Cl:1][C:2]1[CH:10]=[CH:9][C:8]([CH3:11])=[C:7]2[C:3]=1[C:4]1[C:5]([NH:6]2)=[N:25][C:22]2=[N:23][N:24]=[C:20]([CH2:19][C:18]3[CH:27]=[CH:28][C:15]([F:14])=[CH:16][CH:17]=3)[N:21]2[N:26]=1. Procedure: According to the general cyclization procedure (for Example 27), 0.60 mmol of 4-chloro-7-methyl-1H-indole-2,3-dione (117.5 mg) and 0.70 mmol of 5-(4-fluoro-benzyl)-[1,2,4]triazole-3,4-diamine (145 mg) was used for the preparation.